From a dataset of the Open Reaction Database (ORD), a public repository of structured organic reaction records. describe an organic reaction: reactants, conditions, products, and yield The reactants are ClC1=C(C(CN2C=NC=C2)OCC2=C(C=C(C=C2)Cl)Cl)C=CC(=C1)Cl (1-[2,4-dichloro-β-(2,4-dichlorobenzyloxy)-phenethyl]imidazole), ClC1=C(C(CCl)O)C=CC(=C1)Cl (2,4-dichloro-α-(chloromethyl)-benzyl alcohol). Run in C(C1=CC=CC=C1)#N (benzonitrile). Yields the product [Cl-].ClC1=C(C(C[N+]2=CN(C=C2)CC(C2=C(C=C(C=C2)Cl)Cl)O)OCC2=C(C=C(C=C2)Cl)Cl)C=CC(=C1)Cl (1-[2,4-dichloro-β-(2,4-dichlorobenzyloxy)phenethyl]-3-(2,4-dichloro-β-hydroxyphenethyl)imidazolium chloride). As a reaction SMILES: [Cl:1][C:2]1[CH:24]=[C:23]([Cl:25])[CH:22]=[CH:21][C:3]=1[CH:4]([O:11][CH2:12][C:13]1[CH:18]=[CH:17][C:16]([Cl:19])=[CH:15][C:14]=1[Cl:20])[CH2:5][N:6]1[CH:10]=[CH:9][N:8]=[CH:7]1.[Cl:26][C:27]1[CH:36]=[C:35]([Cl:37])[CH:34]=[CH:33][C:28]=1[CH:29]([OH:32])[CH2:30]Cl>C(#N)C1C=CC=CC=1>[Cl-:1].[Cl:1][C:2]1[CH:24]=[C:23]([Cl:25])[CH:22]=[CH:21][C:3]=1[CH:4]([O:11][CH2:12][C:13]1[CH:18]=[CH:17][C:16]([Cl:19])=[CH:15][C:14]=1[Cl:20])[CH2:5][N+:6]1[CH:10]=[CH:9][N:8]([CH2:30][CH:29]([OH:32])[C:28]2[CH:33]=[CH:34][C:35]([Cl:37])=[CH:36][C:27]=2[Cl:26])[CH:7]=1 |f:3.4|. Procedure details: 4.2 parts of 1-[2,4-dichloro-β-(2,4-dichlorobenzyloxy)-phenethyl]imidazole and 3 parts of 2,4-dichloro-α-(chloromethyl)-benzyl alcohol are mixed together in 40 parts of benzonitrile and the resulting mixture is stirred at reflux temperature for 3 days. At the end of this period the reaction solvent is evaporated off under reduced pressure to obtain a 1-[2,4-dichloro-β-(2,4-dichlorobenzyloxy)phenethyl]-3-(2,4-dichloro-β-hydroxyphenethyl)imidazolium chloride product as residue.